Dataset: the Open Reaction Database (ORD), a public repository of structured organic reaction records. Task: describe an organic reaction: reactants, conditions, products, and yield The reactants are CC=1NC2=C(N1)C=CC=C2 (2-methylbenzimidazole), C(C)OCCOCCCl (2-chloroethyl 2-ethoxyethyl ether). The product is C(C)OCCOCCN1C(=NC2=C1C=CC=C2)C (1-[2-(2-Ethoxyethoxy)ethyl]-2-methyl-1H-benzimidazole). Yield: 84.0%. Reaction SMILES: [CH3:1][C:2]1[NH:3][C:4]2[CH:10]=[CH:9][CH:8]=[CH:7][C:5]=2[N:6]=1.[CH2:11]([O:13][CH2:14][CH2:15][O:16][CH2:17][CH2:18]Cl)[CH3:12]>>[CH2:11]([O:13][CH2:14][CH2:15][O:16][CH2:17][CH2:18][N:3]1[C:4]2[CH:10]=[CH:9][CH:8]=[CH:7][C:5]=2[N:6]=[C:2]1[CH3:1])[CH3:12]. Procedure details: 1-[2-(2-Ethoxyethoxy)ethyl]-2-methyl-1H-benzimidazole was synthesized as in Synthesis Example 1 except that an equimolar amount of 2-methylbenzimidazole was used instead of benzimidazole and an equimolar amount of 2-chloroethyl 2-ethoxyethyl ether was used instead of 2-chloroethyl methyl ether. Yield 84%. Reactants: CC(C)(C)c1ccc(C2CC2C(=O)NN)cc1, CC(=O)O, CCO, O=Cc1cccc2cnccc12. The product is CC(C)(C)c1ccc(C2CC2C(=O)NN=Cc2cccc3cnccc23)cc1. RXN SMILES: [C:1]([CH3:2])([CH3:3])([CH3:4])[c:5]1[cH:6][cH:7][c:8]([CH:11]2[CH:12]([C:14](=[O:15])[NH:16][NH2:17])[CH2:13]2)[cH:9][cH:10]1.[C:30]([OH:31])(=[O:32])[CH3:33].[CH3:34][CH2:35][OH:36].[cH:18]1[n:19][cH:20][cH:21][c:22]2[c:23]([CH:28]=[O:29])[cH:24][cH:25][cH:26][c:27]12>>[C:1]([CH3:2])([CH3:3])([CH3:4])[c:5]1[cH:6][cH:7][c:8]([CH:11]2[CH:12]([C:14](=[O:15])[NH:16][N:17]=[CH:28][c:23]3[c:22]4[cH:21][cH:20][n:19][cH:18][c:27]4[cH:26][cH:25][cH:24]3)[CH2:13]2)[cH:9][cH:10]1. Starting materials: CO (methanol), BrC1=CC(=C(C=C1)OC(F)F)OCC1CC1 (4-bromo-2-cyclopropylmethoxy-1-difluoromethoxybenzene), Cl (hydrochloric acid). The solvent is O (water). Product: BrC=1C=CC(=C(C1)O)OC(F)F (5-Bromo-2-difluoromethoxy-phenol). The yield is 101.9%. Reaction SMILES: CO.[Br:3][C:4]1[CH:9]=[CH:8][C:7]([O:10][CH:11]([F:13])[F:12])=[C:6]([O:14]CC2CC2)[CH:5]=1.Cl>O>[Br:3][C:4]1[CH:9]=[CH:8][C:7]([O:10][CH:11]([F:12])[F:13])=[C:6]([OH:14])[CH:5]=1. Reported procedure: To 60 ml of methanol solution containing 5.80 g (19.7 mmol) of 4-bromo-2-cyclopropylmethoxy-1-difluoromethoxybenzene (see WO 2004033430) was added 60 ml of conc. hydrochloric acid, and the mixture was refluxed for 5 hours. After completion of the reaction, 60 ml of water was added to the reaction mixture, and the mixture was extracted with diethyl ether. The organic layer after separation was washed with a saturated aqueous solution of sodium chloride, dried over anhydrous sodium sulfate and the...